This data is from the Open Reaction Database (ORD), a public repository of structured organic reaction records. The task is: describe an organic reaction: reactants, conditions, products, and yield The reactants are C(Cl)(Cl)Cl (chloroform), C(C(=O)Cl)(=O)Cl (oxalyl chloride), C(=C)C1=CC=C(C(=O)O)C=C1 (4-vinylbenzoic acid), C(C)(C)(C)C=1C=C(C(O)=CC1)O (4-tert-butylcatechol). Run in CN(C=O)C (N,N-dimethylformamide). Reaction conditions: time 20 hour. Yields the product crude product, C(=C)C1=CC=C(C(=O)Cl)C=C1 (4-vinylbenzoic acid chloride). As a reaction SMILES: [CH:1]([C:3]1[CH:11]=[CH:10][C:6]([C:7](O)=[O:8])=[CH:5][CH:4]=1)=[CH2:2].C(C1C=C(O)C(=CC=1)O)(C)(C)C.C(Cl)(Cl)[Cl:25].C(Cl)(=O)C(Cl)=O>CN(C)C=O>[CH:1]([C:3]1[CH:11]=[CH:10][C:6]([C:7]([Cl:25])=[O:8])=[CH:5][CH:4]=1)=[CH2:2]. Reported procedure: Into a reaction vessel fitted with a cooling pipe, a stirrer, a thermometer and a nitrogen feed pipe, 20 parts of formula-(21) 4-vinylbenzoic acid, 0.6 part of 4-tert-butylcatechol and 225 parts of chloroform were fed, and then cooled to 15° C. or below. While keeping the liquid temperature at 15° C. or below, 2.8 parts of dehydrated N,N-dimethylformamide was added, and then 87.4 parts of oxalyl chloride was dropwise added thereto. After its addition made dropwise, the liquid temperature was rai... Starting materials: Cl.ClC1=NC2=C(C3=NC4=CC=CC(=C4C(N31)=O)F)C=CN2S(=O)(=O)C2=CC=C(C=C2)C (5-chloro-8-fluoro-3-[(4-methylphenyl)sulfonyl]pyrrolo[2′,3′:4,5]pyrimido[6,1-b]quinazolin-7(3H)-one hydrochloride), CN(C)CC(=O)N1CCC2=CC(=C(C=C12)N)N(C)C (1-[(dimethylamino)acetyl]-N5,N5-dimethyl-2,3-dihydro-1H-indole-5,6-diamine), [OH-].[NH4+] (ammonium hydroxide). Yields the product CN(C=1C=C2CCN(C2=CC1NC1=NC(=C2C(N1)=NC=C2)NC2=C(C(=O)N)C(=CC=C2)F)C(CN(C)C)=O)C (2-[(2-{[5-(dimethylamino)-1-(N,N-dimethylglycyl)-2,3-dihydro-1H-indol-6-yl]amino}-1H-pyrrolo[2,3-d]pyrimidin-4-yl)amino]-6-fluorobenzamide). The yield is 45.0%. As a reaction SMILES: Cl.Cl[C:3]1[N:16]2[C:7](=[N:8][C:9]3[C:14]([C:15]2=[O:17])=[C:13]([F:18])[CH:12]=[CH:11][CH:10]=3)[C:6]2[CH:19]=[CH:20][N:21](S(C3C=CC(C)=CC=3)(=O)=O)[C:5]=2[N:4]=1.[CH3:32][N:33]([CH2:35][C:36]([N:38]1[C:46]2[C:41](=[CH:42][C:43]([N:48]([CH3:50])[CH3:49])=[C:44]([NH2:47])[CH:45]=2)[CH2:40][CH2:39]1)=[O:37])[CH3:34].[OH-].[NH4+:52]>>[CH3:49][N:48]([CH3:50])[C:43]1[CH:42]=[C:41]2[C:46](=[CH:45][C:44]=1[NH:47][C:3]1[NH:4][C:5]3=[N:21][CH:20]=[CH:19][C:6]3=[C:7]([NH:8][C:9]3[CH:10]=[CH:11][CH:12]=[C:13]([F:18])[C:14]=3[C:15]([NH2:52])=[O:17])[N:16]=1)[N:38]([C:36](=[O:37])[CH2:35][N:33]([CH3:32])[CH3:34])[CH2:39][CH2:40]2 |f:0.1,3.4|. Reported procedure: In a manner analogous to a procedure outlined previously , 2-[(2-{[5-(dimethylamino)-1-(N,N-dimethylglycyl)-2,3-dihydro-1H-indol-6-yl]amino}-1H-pyrrolo[2,3-d]pyrimidin-4-yl)amino]-6-fluorobenzamide was prepared from 5-chloro-8-fluoro-3-[(4-methylphenyl)sulfonyl]pyrrolo[2′,3′:4,5]pyrimido[6,1-b]quinazolin-7(3H)-one hydrochloride, 1-[(dimethylamino)acetyl]-N5,N5-dimethyl-2,3-dihydro-1H-indole-5,6-diamine, and ammonium hydroxide to afford the title compound (0.20 g, 45% over 3 steps). ESIMS (M+H)+=... Starting materials: Cl (hydrochloric acid), OC1=C(C=NC=2N1N=CC2C2=CC=C(C=C2)SC2=CC=CC=C2)C(=O)OCC (7-hydroxy-6-ethoxycarbonyl-3-(4-phenylthiophenyl)pyrazolo[1,5-a]pyrimidine), [OH-].[Na+] (sodium hydroxide), C(C)O (ethanol). The solvent is O (water), O (water). Conditions: time 2 hour. Product: OC1=C(C=NC=2N1N=CC2C2=CC=C(C=C2)SC2=CC=CC=C2)C(=O)O (7-Hydroxy-6-carboxy-3-(4-phenylthiophenyl)pyrazolo[1,5-a]pyrimidine). The yield is 98.5%. RXN SMILES: [OH:1][C:2]1[N:7]2[N:8]=[CH:9][C:10]([C:11]3[CH:16]=[CH:15][C:14]([S:17][C:18]4[CH:23]=[CH:22][CH:21]=[CH:20][CH:19]=4)=[CH:13][CH:12]=3)=[C:6]2[N:5]=[CH:4][C:3]=1[C:24]([O:26]CC)=[O:25].[OH-].[Na+].C(O)C.Cl>O>[OH:1][C:2]1[N:7]2[N:8]=[CH:9][C:10]([C:11]3[CH:12]=[CH:13][C:14]([S:17][C:18]4[CH:23]=[CH:22][CH:21]=[CH:20][CH:19]=4)=[CH:15][CH:16]=3)=[C:6]2[N:5]=[CH:4][C:3]=1[C:24]([OH:26])=[O:25] |f:1.2|. Reported procedure: A mixture of 10.30 g of 7-hydroxy-6-ethoxycarbonyl-3-(4-phenylthiophenyl)pyrazolo[1,5-a]pyrimidine, 6.59 g of sodium hydroxide, 300 ml of ethanol and 300 ml of water was heated and stirred for 2 hours. To the reaction mixture, 400 ml of water was added, and hydrochloric acid was also added while ice-cooling to adjust the pH to 1 to 2, and after stirring for 30 minutes, the precipitate was filtered, washed in water, and dried, thereby obtaining the title compound (9.42 g ). Reactants: ClC1=C(C=CC(=C1)F)C1=C2CN(C(N(C2=CC(=C1)CN1C2CN(C(C1)C2)C(C)C)C2=C(C=CC=C2Cl)Cl)=O)CC2=CC=C(C=C2)OC (5-(2-chloro-4-fluorophenyl)-1-(2,6-dichlorophenyl)-7-[(5-isopropyl-2,5-diazabicyclo[2.2.1]hept-2-yl)methyl]-3-(4-methoxybenzyl)-3,4-dihydroquinazolin-2(1H)-one), [OH-].[Na+] (NaOH). Solvent: FC(C(=O)O)(F)F (trifluoroacetic acid). The product is ClC1=C(C=CC(=C1)F)C1=C2CNC(N(C2=CC(=C1)CN1C2CN(C(C1)C2)C(C)C)C2=C(C=CC=C2Cl)Cl)=O (5-(2-chloro-4-fluorophenyl)-1-(2,6-dichlorophenyl)-7-[(5-isopropyl-2,5-diazabicyclo[2.2.1]hept-2-yl)methyl]-3,4-dihydroquinazolin-2(1H)-one). As a reaction SMILES: [Cl:1][C:2]1[CH:7]=[C:6]([F:8])[CH:5]=[CH:4][C:3]=1[C:9]1[CH:18]=[C:17]([CH2:19][N:20]2[CH2:25][CH:24]3[CH2:26][CH:21]2[CH2:22][N:23]3[CH:27]([CH3:29])[CH3:28])[CH:16]=[C:15]2[C:10]=1[CH2:11][N:12](CC1C=CC(OC)=CC=1)[C:13](=[O:38])[N:14]2[C:30]1[C:35]([Cl:36])=[CH:34][CH:33]=[CH:32][C:31]=1[Cl:37].[OH-].[Na+]>FC(F)(F)C(O)=O>[Cl:1][C:2]1[CH:7]=[C:6]([F:8])[CH:5]=[CH:4][C:3]=1[C:9]1[CH:18]=[C:17]([CH2:19][N:20]2[CH2:25][CH:24]3[CH2:26][CH:21]2[CH2:22][N:23]3[CH:27]([CH3:29])[CH3:28])[CH:16]=[C:15]2[C:10]=1[CH2:11][NH:12][C:13](=[O:38])[N:14]2[C:30]1[C:31]([Cl:37])=[CH:32][CH:33]=[CH:34][C:35]=1[Cl:36] |f:1.2|. Reported procedure: The solution of 5-(2-chloro-4-fluorophenyl)-1-(2,6-dichlorophenyl)-7-[(5-isopropyl-2,5-diazabicyclo[2.2.1]hept-2-yl)methyl]-3-(4-methoxybenzyl)-3,4-dihydroquinazolin-2(1H)-one (136 mg, 0.20 mmol) in trifluoroacetic acid (1.5 mL) was stirred at 60° C. for 1 h. It was cooled to rt and treated with 5N NaOH solution to pH 9˜10. The resulting mixture was extracted with methylene chloride. The organic layer was washed with water and brine, and dried over anhydrous sodium sulfate. Removal of the solven... The reactants are C(C)(=O)OCC (Ethyl acetate), IC1=NNC2=NC=NC(=C21)N (3-iodo-1H-pyrazolo[3,4-d]pyrimidin-4-amine), CS(=O)(=O)O[C@H]1CN(CC1)C(=O)OC(C)(C)C ((R)-tert-butyl 3-(methylsulfonyloxy)pyrrolidine-1-carboxylate), C([O-])([O-])=O.[K+].[K+] (potassium carbonate). Solvent: O (water), CN(C)C=O (DMF). Run at temperature 85 celsius, time 6 hour. Yields the product NC1=C2C(=NC=N1)N(N=C2I)[C@@H]2CN(CC2)C(=O)OC(C)(C)C ((S)-tert-butyl 3-(4-amino-3-iodo-1H-pyrazolo[3,4-d]pyrimidin-1-yl)pyrrolidine-1-carboxylate). RXN SMILES: [I:1][C:2]1[C:10]2[C:5](=[N:6][CH:7]=[N:8][C:9]=2[NH2:11])[NH:4][N:3]=1.CS(O[C@@H:17]1[CH2:21][CH2:20][N:19]([C:22]([O:24][C:25]([CH3:28])([CH3:27])[CH3:26])=[O:23])[CH2:18]1)(=O)=O.C(=O)([O-])[O-].[K+].[K+].C(OCC)(=O)C>CN(C=O)C.O>[NH2:11][C:9]1[N:8]=[CH:7][N:6]=[C:5]2[N:4]([C@H:21]3[CH2:17][CH2:18][N:19]([C:22]([O:24][C:25]([CH3:28])([CH3:27])[CH3:26])=[O:23])[CH2:20]3)[N:3]=[C:2]([I:1])[C:10]=12 |f:2.3.4|. Procedure: A suspension of 3-iodo-1H-pyrazolo[3,4-d]pyrimidin-4-amine (446 mg), (R)-tert-butyl 3-(methylsulfonyloxy)pyrrolidine-1-carboxylate (450 mg), potassium carbonate (692 mg) in DMF (5.0 ml) was stirred at 85° C. for 6 hours. Ethyl acetate and water were added thereto to separate the organic layer. The organic layer was dried over anhydrous sodium sulfate, and the solvent was distilled off under reduced pressure. The resulting residue was purified by basic silica gel column chromatography (developing...